This data is from the Open Reaction Database (ORD), a public repository of structured organic reaction records. The task is: describe an organic reaction: reactants, conditions, products, and yield Starting materials: Cl.C(C)(C)NN (isopropylhydrazine hydrochloride), BrC1=C(C=C2OCCN3C=C(N=C3C2=C1)I)C (13-bromo-4-iodo-12-methyl-9-oxa-3,6-diazatricyclo[8.4.0.02,6]tetradeca-1(14),2,4,10,12-pentaene), Cl.C(C)(=N)N (acetamidine hydrochloride), CC1(C2=C(C(=CC=C2)P(C3=CC=CC=C3)C4=CC=CC=C4)OC5=C(C=CC=C51)P(C6=CC=CC=C6)C7=CC=CC=C7)C (Xantphos). The reagents and catalysts are CC(=O)[O-].CC(=O)[O-].[Pd+2] (Pd(OAc)2). The solvent is CC(=O)O (AcOH), CN(C)C=O (DMF), TEA. Run at temperature 40 celsius, time 1 hour. Yields the product BrC1=C(C=C2OCCN3C=C(N=C3C2=C1)C1=NC(=NN1C(C)C)C)C (13-Bromo-12-methyl-4-[3-methyl-1-(propan-2-yl)-1H-1,2,4-triazol-5-yl]-9-oxa-3,6-diazatricyclo[8.4.0.02,6]tetradeca-1(14),2,4,10,12-pentaene). Yield: 493.1%. As a reaction SMILES: [Br:1][C:2]1[CH:15]=[C:14]2[C:5]([O:6][CH2:7][CH2:8][N:9]3[C:13]2=[N:12][C:11](I)=[CH:10]3)=[CH:4][C:3]=1[CH3:17].Cl.[C:19]([NH2:22])(=[NH:21])[CH3:20].[CH3:23][C:24]1([CH3:64])C2C(=C(P(C3C=CC=CC=3)C3C=CC=CC=3)C=CC=2)OC2C(P(C3C=CC=CC=3)C3C=CC=CC=3)=CC=CC1=2.Cl.[CH:66]([NH:69]N)(C)C>CN(C=O)C.CC([O-])=O.CC([O-])=O.[Pd+2].CC(O)=O>[Br:1][C:2]1[CH:15]=[C:14]2[C:5]([O:6][CH2:7][CH2:8][N:9]3[C:13]2=[N:12][C:11]([C:66]2[N:69]([CH:24]([CH3:64])[CH3:23])[N:22]=[C:19]([CH3:20])[N:21]=2)=[CH:10]3)=[CH:4][C:3]=1[CH3:17] |f:1.2,4.5,7.8.9|. Procedure: A mixture of 13-bromo-4-iodo-12-methyl-9-oxa-3,6-diazatricyclo[8.4.0.02,6]tetradeca-1(14),2,4,10,12-pentaene (5.00 g, 12.3 mmol), acetamidine hydrochloride (1.29 g, 13.6 mmol), Pd(OAc)2 (277 mg, 1.24 mmol), and Xantphos (1.43 g, 2.47 mmol) in DMF (20.0 mL) and TEA (5.0 mL) was heated at 40° C. under CO (1 atm) for 3 hrs. To above cooled solution was added isopropylhydrazine hydrochloride (1.64 g, 14.8 mmol) and AcOH (20.0 mL). The resulting mixture was heated to 65° C. and stirred at this temper... Reactants: ClC=1C=C(C=CC1)S (3-chlorothiophenol), resultant solution, C(#N)C1=NC=CC=C1CBr (2-cyano-3-(bromomethyl)pyridine), C[O-].[Na+] (sodium methoxide). The solvent is CO (methanol), CO (methanol), CO (methanol). Run at time 1 hour. Yields the product C(#N)C1=NC=CC=C1CSC1=CC(=CC=C1)Cl (2-CYANO-3-(3-CHLOROPHENYLTHIOMETHYL)PYRIDINE). RXN SMILES: C[O-].[Na+].[Cl:4][C:5]1[CH:6]=[C:7]([SH:11])[CH:8]=[CH:9][CH:10]=1.[C:12]([C:14]1[C:19]([CH2:20]Br)=[CH:18][CH:17]=[CH:16][N:15]=1)#[N:13]>CO>[C:12]([C:14]1[C:19]([CH2:20][S:11][C:7]2[CH:8]=[CH:9][CH:10]=[C:5]([Cl:4])[CH:6]=2)=[CH:18][CH:17]=[CH:16][N:15]=1)#[N:13] |f:0.1|. Procedure: To a stirred, cloudy solution of sodium methoxide (14.7 g, 0.27 mol) in methanol (450 mL), contained in a water bath, add a solution of 3-chlorothiophenol (39.5 g, 0.27 mol) in methanol (95 mL). To the resultant solution add a solution of 2-cyano-3-(bromomethyl)pyridine (48.9 g, 0.25 mol) in methanol (195 mL), and stir the reaction mixture at room temperature for 1 h. Concentrate the reaction mixture under reduced pressure, add 500 mL of ether to the residue, stir, and filter to remove the sodiu... Starting materials: CCO, N#Cc1ncn2c1C1CCCN1C(=O)c1c(Cl)cccc1-2, NO. Yields the product NC(=NO)c1ncn2c1C1CCCN1C(=O)c1c(Cl)cccc1-2. Reaction SMILES: [CH3:24][CH2:25][OH:26].[Cl:1][c:2]1[cH:3][cH:4][cH:5][c:6]2[c:7]1[C:8](=[O:21])[N:9]1[CH:10]([c:11]3[n:12]-2[cH:13][n:14][c:15]3[C:16]#[N:17])[CH2:18][CH2:19][CH2:20]1.[NH2:22][OH:23]>>[Cl:1][c:2]1[cH:3][cH:4][cH:5][c:6]2[c:7]1[C:8](=[O:21])[N:9]1[CH:10]([c:11]3[n:12]-2[cH:13][n:14][c:15]3[C:16]([NH2:17])=[N:22][OH:23])[CH2:18][CH2:19][CH2:20]1. Reactants: C(C)(C)(C)OC(=O)N1CCC(CC1)COC1=C(C=C2C(=NC=NC2=C1)NC1=C2C(=CC=C1Cl)OCO2)OC (7-(N-tert-butoxycarbonylpiperidin-4-ylmethoxy)-4-(6-chloro-2,3-methylenedioxyanilino)-6-methoxyquinazoline), FC(C(=O)O)(F)F (trifluoroacetic acid). Yields the product Cl.Cl.ClC1=CC=C2C(=C1NC1=NC=NC3=CC(=C(C=C13)OC)OCC1CCNCC1)OCO2 (4-(6-chloro-2,3-methylenedioxyanilino)-6-methoxy-7-(piperidin-4-ylmethoxy)quinazoline dihydrochloride salt). RXN SMILES: C(OC([N:8]1[CH2:13][CH2:12][CH:11]([CH2:14][O:15][C:16]2[CH:25]=[C:24]3[C:19]([C:20]([NH:26][C:27]4[C:32]([Cl:33])=[CH:31][CH:30]=[C:29]5[O:34][CH2:35][O:36][C:28]=45)=[N:21][CH:22]=[N:23]3)=[CH:18][C:17]=2[O:37][CH3:38])[CH2:10][CH2:9]1)=O)(C)(C)C.FC(F)(F)C(O)=O>>[ClH:33].[ClH:33].[Cl:33][C:32]1[C:27]([NH:26][C:20]2[C:19]3[C:24](=[CH:25][C:16]([O:15][CH2:14][CH:11]4[CH2:10][CH2:9][NH:8][CH2:13][CH2:12]4)=[C:17]([O:37][CH3:38])[CH:18]=3)[N:23]=[CH:22][N:21]=2)=[C:28]2[O:36][CH2:35][O:34][C:29]2=[CH:30][CH:31]=1 |f:2.3.4|. Reported procedure: Using an analogous procedure to that described in Example 11, 7-(N-tert-butoxycarbonylpiperidin-4-ylmethoxy)-4-(6-chloro-2,3-methylenedioxyanilino)-6-methoxyquinazoline was reacted with trifluoroacetic acid. The material so obtained was triturated under a 6M solution of hydrogen chloride in diethyl ether. There was thus obtained the title compound; NMR Spectrum: (DMSOd6) 1.5–1.65 (m, 2H), 2.0 (d, 2H), 2.2 (m, 1H), 2.95 (m, 2H), 3.2–3.4 (m, 2H), 4.02 (s, 3H), 4.12 (d, 2H), 6.15 (s, 2H), 7.05 (d, ... The reactants are CC#N, CC(C)O, COc1ccc(C(C)(N)C2CCC(Oc3cc4ccnc(OC)c4cc3Cl)CC2)cc1, Cl, O. Product: COc1ccc(C(C)(N)C2CCC(Oc3cc4cc[nH]c(=O)c4cc3Cl)CC2)cc1. As a reaction SMILES: [C:34](#[N:35])[CH3:36].[CH:37]([OH:38])([CH3:39])[CH3:40].[Cl:2][c:3]1[c:4]([O:15][CH:16]2[CH2:17][CH2:18][CH:19]([C:22]([CH3:23])([c:24]3[cH:25][cH:26][c:27]([O:30][CH3:31])[cH:28][cH:29]3)[NH2:32])[CH2:20][CH2:21]2)[cH:5][c:6]2[cH:7][cH:8][n:9][c:10]([O:13][CH3:14])[c:11]2[cH:12]1.[ClH:1].[OH2:33]>>[Cl:2][c:3]1[c:4]([O:15][CH:16]2[CH2:17][CH2:18][CH:19]([C:22]([CH3:23])([c:24]3[cH:25][cH:26][c:27]([O:30][CH3:31])[cH:28][cH:29]3)[NH2:32])[CH2:20][CH2:21]2)[cH:5][c:6]2[cH:7][cH:8][nH:9][c:10](=[O:13])[c:11]2[cH:12]1. Starting materials: FC(C(=O)N(C)C1=CC=C(C=C1)I)(F)F (2,2,2-trifluoro-N-(4-iodophenyl)-N-methylacetamide), C(CCC#C)O (Pent-4-yn-1-ol). The reagents and catalysts are Cl[Pd]([P](C1=CC=CC=C1)(C2=CC=CC=C2)C3=CC=CC=C3)([P](C4=CC=CC=C4)(C5=CC=CC=C5)C6=CC=CC=C6)Cl (PdCl2(PPh3)2), [Cu]I (CuI). Run in TEA. Yields the product FC(C(=O)N(C)C1=CC=C(C=C1)C#CCCCO)(F)F (2,2,2-trifluoro-N-(4-(5-hydroxypent-1-yn-1-yl)phenyl)-N-methylacetamide). As a reaction SMILES: [F:1][C:2]([F:15])([F:14])[C:3]([N:5]([C:7]1[CH:12]=[CH:11][C:10](I)=[CH:9][CH:8]=1)[CH3:6])=[O:4].[CH2:16]([OH:21])[CH2:17][CH2:18][C:19]#[CH:20]>Cl[Pd](Cl)([P](C1C=CC=CC=1)(C1C=CC=CC=1)C1C=CC=CC=1)[P](C1C=CC=CC=1)(C1C=CC=CC=1)C1C=CC=CC=1.[Cu]I>[F:1][C:2]([F:15])([F:14])[C:3]([N:5]([C:7]1[CH:12]=[CH:11][C:10]([C:20]#[C:19][CH2:18][CH2:17][CH2:16][OH:21])=[CH:9][CH:8]=1)[CH3:6])=[O:4] |^1:24,43|. Reported procedure: Intermediate 33 (0.377 g, 1.147 mmol) in 10 mL of TEA was combined with PdCl2(PPh3)2 (0.02294 mmol, 0.016 g) the mixture was then degassed using N2 for 5 minutes. Then CuI (0.01147 mmol, 0.002 g) and Pent-4-yn-1-ol (1.147 mmol, 0.115 g) then reacted at 50° C. for 4 hours. The reaction was worked up quenching the reaction with 1× saturated NaHCO3, extracted 4×25 ml EtOAc then washed 1× water, 1× saturated NaCl, dried over Na2SO4, then concentrated. The product was purified 0-75% EtOAc in Hexanes ...